This data is from the Open Reaction Database (ORD), a public repository of structured organic reaction records. The task is: describe an organic reaction: reactants, conditions, products, and yield Reaction SMILES: [CH3:1][N:2]([c:3]1[cH:4][cH:5][c:6]([S:9](=[O:10])(=[O:11])[CH:12]2[CH2:13][CH:14]([C:42](=[O:43])[O:44][C:45]([CH3:46])([CH3:47])[CH3:48])[N:15]([C:24]([CH2:25][NH:26][C:27](=[O:28])[NH:29][c:30]3[cH:31][c:32]([C:36](=[O:37])[O:38][CH2:39][CH3:40])[cH:33][cH:34][cH:35]3)=[O:41])[CH:16]2[c:17]2[c:18]([F:23])[cH:19][cH:20][cH:21][cH:22]2)[cH:7][cH:8]1)[CH3:49].[CH3:52][OH:53].[K+:51].[OH-:50].[OH2:54]>>[CH3:1][N:2]([c:3]1[cH:4][cH:5][c:6]([S:9](=[O:10])(=[O:11])[CH:12]2[CH2:13][CH:14]([C:42](=[O:43])[O:44][C:45]([CH3:46])([CH3:47])[CH3:48])[N:15]([C:24]([CH2:25][NH:26][C:27](=[O:28])[NH:29][c:30]3[cH:31][c:32]([C:36](=[O:37])[OH:38])[cH:33][cH:34][cH:35]3)=[O:41])[CH:16]2[c:17]2[c:18]([F:23])[cH:19][cH:20][cH:21][cH:22]2)[cH:7][cH:8]1)[CH3:49]. Reactants: CCOC(=O)c1cccc(NC(=O)NCC(=O)N2C(C(=O)OC(C)(C)C)CC(S(=O)(=O)c3ccc(N(C)C)cc3)C2c2ccccc2F)c1, CO, [K+], [OH-], O. Product: CN(C)c1ccc(S(=O)(=O)C2CC(C(=O)OC(C)(C)C)N(C(=O)CNC(=O)Nc3cccc(C(=O)O)c3)C2c2ccccc2F)cc1. Starting materials: Cl.C1(CC1)COC1=C(C=C(C(=C1)F)OC)C=1C2=C(N=CN1)C(=C(N2)C)C(=O)N[C@H]2CNCC[C@@H]2O (4-[2-(cyclopropylmethoxy)-4-fluoro-5-methoxyphenyl]-N-[(3S*,4S*)-4-hydroxypiperidin-3-yl]-6-methyl-5H-pyrrolo[3,2-d]pyrimidine-7-carboxamide hydrochloride), COCC(=O)Cl (methoxy-acetyl chloride). Product: C1(CC1)COC1=C(C=C(C(=C1)F)OC)C=1C2=C(N=CN1)C(=C(N2)C)C(=O)N[C@H]2CN(CC[C@@H]2O)C(COC)=O (4-[2-(cyclopropylmethoxy)-4-fluoro-5-methoxyphenyl]-N-[(3S*,4S*)-4-hydroxy-1-(methoxyacetyl)piperidin-3-yl]-6-methyl-5H-pyrrolo[3,2-d]pyrimidine-7-carboxamide). Reaction SMILES: Cl.[CH:2]1([CH2:5][O:6][C:7]2[CH:12]=[C:11]([F:13])[C:10]([O:14][CH3:15])=[CH:9][C:8]=2[C:16]2[C:17]3[NH:24][C:23]([CH3:25])=[C:22]([C:26]([NH:28][C@@H:29]4[C@@H:34]([OH:35])[CH2:33][CH2:32][NH:31][CH2:30]4)=[O:27])[C:18]=3[N:19]=[CH:20][N:21]=2)[CH2:4][CH2:3]1.[CH3:36][O:37][CH2:38][C:39](Cl)=[O:40]>>[CH:2]1([CH2:5][O:6][C:7]2[CH:12]=[C:11]([F:13])[C:10]([O:14][CH3:15])=[CH:9][C:8]=2[C:16]2[C:17]3[NH:24][C:23]([CH3:25])=[C:22]([C:26]([NH:28][C@@H:29]4[C@@H:34]([OH:35])[CH2:33][CH2:32][N:31]([C:39](=[O:40])[CH2:38][O:37][CH3:36])[CH2:30]4)=[O:27])[C:18]=3[N:19]=[CH:20][N:21]=2)[CH2:4][CH2:3]1 |f:0.1|. Procedure: Starting from 4-[2-(cyclopropylmethoxy)-4-fluoro-5-methoxyphenyl]-N-[(3S*,4S*)-4-hydroxypiperidin-3-yl]-6-methyl-5H-pyrrolo[3,2-d]pyrimidine-7-carboxamide hydrochloride (example D.f39) and commercially available methoxy-acetyl chloride the title compound is obtained as colorless solid. The reactants are COC1=CC=C(C=C1)C=1N=C(OC1C1=CC=C(C=C1)OC)CCCCCC(C(=O)O)C#N (7-[4,5-bis(4-methoxyphenyl)-2-oxazolyl]-2-cyanoheptanoic acid), C(=O)=O (carbon dioxide). The yield is 86.2%. The solvent is C(C)OCC (ethyl ether). Reaction SMILES: [CH3:1][O:2][C:3]1[CH:8]=[CH:7][C:6]([C:9]2[N:10]=[C:11]([CH2:22][CH2:23][CH2:24][CH2:25][CH2:26][CH:27]([C:31]#[N:32])C(O)=O)[O:12][C:13]=2[C:14]2[CH:19]=[CH:18][C:17]([O:20][CH3:21])=[CH:16][CH:15]=2)=[CH:5][CH:4]=1.C(=O)=O>C(OCC)C>[CH3:1][O:2][C:3]1[CH:4]=[CH:5][C:6]([C:9]2[N:10]=[C:11]([CH2:22][CH2:23][CH2:24][CH2:25][CH2:26][CH2:27][C:31]#[N:32])[O:12][C:13]=2[C:14]2[CH:19]=[CH:18][C:17]([O:20][CH3:21])=[CH:16][CH:15]=2)=[CH:7][CH:8]=1. Yields the product COC1=CC=C(C=C1)C=1N=C(OC1C1=CC=C(C=C1)OC)CCCCCCC#N (7-[4,5-bis(4-methoxyphenyl)-2-oxazolyl]heptanenitrile). Reported procedure: 67.5 g of 7-[4,5-bis(4-methoxyphenyl)-2-oxazolyl]-2-cyanoheptanoic acid are heated to 180° C. until the evolution of carbon dioxide has ceased (7 hours). After cooling, the residual oil is dissolved in 400 cm3 of ethyl ether. The ethereal solution is washed with 3 times 50 cm3 of saturated aqueous sodium bicarbonate solution and 100 cm3 of water, dried over magnesium sulphate and filtered, and the solvent is removed. The evaporation residue is chromatographed on a column 5.8 cm3 in diameter cont... Reactants: C1CCOC1, CN1C(=O)c2cc(CCOc3ccnc4ccccc34)cnc2N(C2CC2)c2nc(Cl)ccc21, ClCCl, O=C(OO)c1cccc(Cl)c1. The product is CN1C(=O)c2cc(CCOc3cc[n+]([O-])c4ccccc34)cnc2N(C2CC2)c2nc(Cl)ccc21. Reaction SMILES: [CH2:49]1[O:50][CH2:51][CH2:52][CH2:53]1.[Cl:12][c:13]1[cH:14][cH:15][c:16]2[c:22]([n:23]1)[N:21]([CH:24]1[CH2:25][CH2:26]1)[c:20]1[c:19]([cH:30][c:29]([CH2:31][CH2:32][O:33][c:34]3[cH:35][cH:36][n:37][c:38]4[cH:39][cH:40][cH:41][cH:42][c:43]34)[cH:28][n:27]1)[C:18](=[O:44])[N:17]2[CH3:45].[Cl:46][CH2:47][Cl:48].[OH:1][O:2][C:3]([c:4]1[cH:5][c:6]([Cl:7])[cH:8][cH:9][cH:10]1)=[O:11]>>[O-:1][n+:37]1[cH:36][cH:35][c:34]([O:33][CH2:32][CH2:31][c:29]2[cH:28][n:27][c:20]3[c:19]([cH:30]2)[C:18](=[O:44])[N:17]([CH3:45])[c:16]2[cH:15][cH:14][c:13]([Cl:12])[n:23][c:22]2[N:21]3[CH:24]2[CH2:25][CH2:26]2)[c:43]2[c:38]1[cH:39][cH:40][cH:41][cH:42]2. The reactants are CNC(=O)C1CCCC1Nc1nc(Cl)ncc1Cl, CC(C)O, COc1cc2c(cc1N)CCN(CC(=O)N(C)C)CC2, CC1(C)C2CCC1(CS(=O)(=O)O)C(=O)C2. The product is CNC(=O)C1CCCC1Nc1nc(Nc2cc3c(cc2OC)CCN(CC(=O)N(C)C)CC3)ncc1Cl. Reaction SMILES: [CH3:1][NH:2][C:3](=[O:4])[CH:5]1[CH:6]([NH:10][c:11]2[n:12][c:13]([Cl:18])[n:14][cH:15][c:16]2[Cl:17])[CH2:7][CH2:8][CH2:9]1.[CH:54]([OH:55])([CH3:56])[CH3:57].[NH2:19][c:20]1[cH:21][c:22]2[c:23]([cH:35][c:36]1[O:37][CH3:38])[CH2:24][CH2:25][N:26]([CH2:29][C:30](=[O:31])[N:32]([CH3:33])[CH3:34])[CH2:27][CH2:28]2.[O:39]=[S:40](=[O:41])([OH:42])[CH2:43][C:44]12[CH2:45][CH2:46][CH:47]([C:48]1([CH3:49])[CH3:50])[CH2:51][C:52]2=[O:53]>>[CH3:1][NH:2][C:3](=[O:4])[CH:5]1[CH:6]([NH:10][c:11]2[n:12][c:13]([NH:19][c:20]3[cH:21][c:22]4[c:23]([cH:35][c:36]3[O:37][CH3:38])[CH2:24][CH2:25][N:26]([CH2:29][C:30](=[O:31])[N:32]([CH3:33])[CH3:34])[CH2:27][CH2:28]4)[n:14][cH:15][c:16]2[Cl:17])[CH2:7][CH2:8][CH2:9]1. Starting materials: Cl (hydrogen chloride), NC1=CC=C(C=C1)CCCC(=O)N1CSCC1 (N-[4-(4-aminophenyl)butanoyl]thiazolidine). Conditions: time 2 hour. Yields the product colorless crystals, Cl.NC1=CC=C(C=C1)CCCC(=O)N1CSCC1 (N-[4-(4-aminophenyl)butanoyl]thiazolidine hydrochloride). Yield: 98.0%. As a reaction SMILES: [ClH:1].[NH2:2][C:3]1[CH:8]=[CH:7][C:6]([CH2:9][CH2:10][CH2:11][C:12]([N:14]2[CH2:18][CH2:17][S:16][CH2:15]2)=[O:13])=[CH:5][CH:4]=1>>[ClH:1].[NH2:2][C:3]1[CH:4]=[CH:5][C:6]([CH2:9][CH2:10][CH2:11][C:12]([N:14]2[CH2:18][CH2:17][S:16][CH2:15]2)=[O:13])=[CH:7][CH:8]=1 |f:2.3|. Reported procedure: To 5 ml of alcoholic hydrogen chloride 1 mmol of N-[4-(4-aminophenyl)butanoyl]thiazolidine was added and dissolved under heating. The mixture was stirred at room temperature for 2 hours. After the reaction, the solvent was evaporated under reduced pressure. To the residue was added anhydrous ether and precipitates thus produced were collected by filtration to obtain 0.28 g of colorless crystals of N-[4-(4-aminophenyl)butanoyl]thiazolidine hydrochloride (yield: 98%). The reactants are C(=O)(N1C=NC=C1)N1C=NC=C1 (1,1′-Carbonyldiimidazole), NC1=C(C=C(C=C1)Cl)NC1CCN(CC1)C(=O)OCC (Ethyl 4-[(2-amino-5-chlorophenyl)amino]-1-piperidinecarboxylate). Run in C(C)#N (acetonitrile). Conditions: time 6 hour. Product: ClC=1C=CC2=C(N(C(N2)=O)C2CCN(CC2)C(=O)OCC)C1 (Ethyl 4-(6-chloro-2-oxo-2,3-dihydro-1H-benzimidazol-1-yl)-1-piperidinecarboxylate). Isolated yield 61.8%. As a reaction SMILES: [C:1](N1C=CN=C1)(N1C=CN=C1)=[O:2].[NH2:13][C:14]1[CH:19]=[CH:18][C:17]([Cl:20])=[CH:16][C:15]=1[NH:21][CH:22]1[CH2:27][CH2:26][N:25]([C:28]([O:30][CH2:31][CH3:32])=[O:29])[CH2:24][CH2:23]1>C(#N)C>[Cl:20][C:17]1[CH:18]=[CH:19][C:14]2[NH:13][C:1](=[O:2])[N:21]([CH:22]3[CH2:23][CH2:24][N:25]([C:28]([O:30][CH2:31][CH3:32])=[O:29])[CH2:26][CH2:27]3)[C:15]=2[CH:16]=1. Procedure: 1,1′-Carbonyldiimidazole (15.7 g, 97 mmol) was added portionwise over 10 minutes to a stirred solution of D6 (18.0 g, 60 mmol) in acetonitrile (300 mL). The reaction mixture was stirred at room temperature for 6 hours and the resulting precipitate was collected by filtration to give the title compound (12.0 g, 62% yield) as a violet solid that was used without further purification. (Rf: 0.2 (ethyl acetate))